Dataset: the Open Reaction Database (ORD), a public repository of structured organic reaction records. Task: describe an organic reaction: reactants, conditions, products, and yield Starting materials: O (water), N1=CC=C(C=C1)N1CCNCC1 (N-(4-pyridyl)piperazine), FC1=CC=C(C(=O)C2=CC=C(C=C2)F)C=C1 (4,4′-difluorobenzophenone), C([O-])([O-])=O.[K+].[K+] (potassium carbonate). Solvent: CS(=O)C (DMSO). Run at time 18 hour. The product is FC1=CC=C(CC2=C(C=CC=C2)N2CCN(CC2)C2=CC=NC=C2)C=C1 (1-(4-fluorobenzylphenyl)-4-(4-pyridyl)piperazine). The yield is 2.0%. RXN SMILES: [N:1]1[CH:6]=[CH:5][C:4]([N:7]2[CH2:12][CH2:11][NH:10][CH2:9][CH2:8]2)=[CH:3][CH:2]=1.[F:13][C:14]1[CH:28]=[CH:27][C:17]([C:18]([C:20]2[CH:25]=[CH:24][C:23](F)=[CH:22][CH:21]=2)=O)=[CH:16][CH:15]=1.C(=O)([O-])[O-].[K+].[K+].O>CS(C)=O>[F:13][C:14]1[CH:15]=[CH:16][C:17]([CH2:18][C:20]2[CH:25]=[CH:24][CH:23]=[CH:22][C:21]=2[N:10]2[CH2:9][CH2:8][N:7]([C:4]3[CH:5]=[CH:6][N:1]=[CH:2][CH:3]=3)[CH2:12][CH2:11]2)=[CH:27][CH:28]=1 |f:2.3.4|. Procedure details: A solution of N-(4-pyridyl)piperazine (8.15 g), 4,4′-difluorobenzophenone (13.1 g) and powdered potassium carbonate (9.12 g) was stirred at 95° C. in DMSO (100 ml) overnight. The solution was poured into water (1500 ml) to give a precipitate which was filtered, washed with water and dried. The solid (7.82 g) was stirred in trifluoroacetic acid (25 ml) under argon with triethylsilane (10 ml) for 18 hours. The solution was poured into water (315 ml), taken to pH 12 with sodium hydroxide solution a...